This data is from the Open Reaction Database (ORD), a public repository of structured organic reaction records. The task is: describe an organic reaction: reactants, conditions, products, and yield The reactants are O[C@]1([C@H](CCCC1)O)C=1OC(=C(N1)C1=CC=CC=C1)C1=CC=CC=C1 ((1R,2S)-1,2-dihydroxy-1-(4,5-diphenyl-oxazol-2-yl)cyclohexane), COC(C)(OC)OC (orthoacetic acid trimethyl ester), C1(=CC=C(C=C1)S(=O)(=O)O)C (p-toluenesulfonic acid). Solvent: C(Cl)Cl (CH2Cl2). Conditions: time 30 minute. The product is C1(=CC=CC=C1)C=1N=C(OC1C1=CC=CC=C1)[C@]12[C@H](CCCC1)O2 ((1R,2S)-1-(4,5-diphenyl-oxazol-2-yl)-1,2-epoxycyclohexane). Isolated yield 38251.2%. RXN SMILES: O[C@:2]1([C:9]2[O:10][C:11]([C:20]3[CH:25]=[CH:24][CH:23]=[CH:22][CH:21]=3)=C(C3C=CC=CC=3)[N:13]=2)[CH2:7][CH2:6][CH2:5][CH2:4][C@@H:3]1[OH:8].COC(OC)(OC)C.[C:34]1([CH3:44])[CH:39]=[CH:38][C:37](S(O)(=O)=O)=[CH:36][CH:35]=1>C(Cl)Cl>[C:34]1([C:44]2[N:13]=[C:9]([C@:2]34[O:8][C@H:3]3[CH2:4][CH2:5][CH2:6][CH2:7]4)[O:10][C:11]=2[C:20]2[CH:25]=[CH:24][CH:23]=[CH:22][CH:21]=2)[CH:39]=[CH:38][CH:37]=[CH:36][CH:35]=1. Procedure details: To a solution of (1R,2S)-1,2-dihydroxy-1-(4,5-diphenyl-oxazol-2-yl)cyclohexane (18 g) in CH2Cl2 (200 ml) were added orthoacetic acid trimethyl ester (9.7 ml) and p-toluenesulfonic acid (20 mg) at room temperature under N2. After being stirred for 30 minutes, the solvent was evaporated in vacuo. The residue was diluted with CH2Cl2 (200 ml) and acetylbromide (5.8 ml) was added to the solution at 0° C. under N2. After being stirred for 2 hours at room temperature, the solvent was evaporated in vacu... The reactants are CI (Methyl iodide), ClC=1C(NC(NC1C)=O)=S (5-chloro-6-methyl-4-thiouracil), [OH-].[K+] (KOH). Reaction conditions: time 5 hour. Yields the product CC1=C(C(=NC(N1)=O)SC)Cl (6-Methyl-4-methylthio-5-chloropyrimid-2-one). Yield: 65.0%. Reaction SMILES: [CH3:1]I.[Cl:3][C:4]1[C:5](=[S:12])[NH:6][C:7](=[O:11])[NH:8][C:9]=1[CH3:10].[OH-].[K+]>>[CH3:10][C:9]1[NH:8][C:7](=[O:11])[N:6]=[C:5]([S:12][CH3:1])[C:4]=1[Cl:3] |f:2.3|. Procedure details: Methyl iodide (0.012 mol) was added to an aqueous solution prepared from 5-chloro-6-methyl-4-thiouracil (0.01 mol) and 0.725 M KOH (25 ml) and the reaction mixture was stirred at room temperature for 5 h. The solid precipitate formed was collected and was recrystallized from isopropanol; yield 65%, m.p. 268°.